From a dataset of the Open Reaction Database (ORD), a public repository of structured organic reaction records. describe an organic reaction: reactants, conditions, products, and yield The reactants are P(=O)(OCC)(OCC)OCC (triethyl phosphate). The reagents and catalysts are [Cl-].C[N+](C)(C)C (tetramethylammonium chloride). Run in C(C)O (ethanol). Conditions: time 88 hour. Yields the product P(OCC)(OCC)OCC (triethyl phosphite). RXN SMILES: [P:1]([O:9][CH2:10][CH3:11])([O:6][CH2:7][CH3:8])([O:3][CH2:4][CH3:5])=O>[Cl-].C[N+](C)(C)C.C(O)C>[P:1]([O:9][CH2:10][CH3:11])([O:6][CH2:7][CH3:8])[O:3][CH2:4][CH3:5] |f:1.2|. Procedure details: The electrolyte was 2.9 g. tetramethylammonium chloride in 60 ml anhydrous ethanol. The electrolysis was carried out at 35° C. for 88 hours at 6.5 v. to give 0.1 a current. Gas chromatographic analysis of the red-brown reaction liquor showed that both triethyl phosphate and triethyl phosphite were formed. Starting materials: N[C@@H]1CN(CCO[C@H]1C1=CC(=C(C=C1)Cl)Cl)C(=O)OC(C)(C)C (tert-butyl (6R,7S)-6-amino-7-(3,4-dichlorophenyl)-1,4-oxazepane-4-carboxylate), C(C)(C)(C)OC(=O)[N-]S(=O)(=O)N1C=CC(C=C1)=[N+](C)C (N-(tert-butoxycarbonyl)-N-[4-(dimethylazaniumylidene)-1,4-dihydropyridin-1-ylsulfonyl]azanide), ( 14 ). Solvent: C(C)(=O)OCC (ethyl acetate), C(C)#N (acetonitrile). Run at time 8 hour. Yields the product C(C)(C)(C)OC(=O)NS(=O)(=O)N[C@@H]1CN(CCO[C@H]1C1=CC(=C(C=C1)Cl)Cl)C(=O)OC(C)(C)C (tert-butyl (6R,7S)-6-{[(tert-butoxycarbonyl)sulfamoyl]amino}-7-(3,4-dichlorophenyl)-1,4-oxazepane-4-carboxylate). The yield is 44.6%. As a reaction SMILES: [NH2:1][C@H:2]1[C@H:8]([C:9]2[CH:14]=[CH:13][C:12]([Cl:15])=[C:11]([Cl:16])[CH:10]=2)[O:7][CH2:6][CH2:5][N:4]([C:17]([O:19][C:20]([CH3:23])([CH3:22])[CH3:21])=[O:18])[CH2:3]1.[C:24]([O:28][C:29]([N-:31][S:32](N1C=CC(=[N+](C)C)C=C1)(=[O:34])=[O:33])=[O:30])([CH3:27])([CH3:26])[CH3:25]>C(#N)C.C(OCC)(=O)C>[C:24]([O:28][C:29]([NH:31][S:32]([NH:1][C@H:2]1[C@H:8]([C:9]2[CH:14]=[CH:13][C:12]([Cl:15])=[C:11]([Cl:16])[CH:10]=2)[O:7][CH2:6][CH2:5][N:4]([C:17]([O:19][C:20]([CH3:23])([CH3:22])[CH3:21])=[O:18])[CH2:3]1)(=[O:34])=[O:33])=[O:30])([CH3:27])([CH3:25])[CH3:26]. Procedure: To a solution of tert-butyl (6R,7S)-6-amino-7-(3,4-dichlorophenyl)-1,4-oxazepane-4-carboxylate (300 mg) in acetonitrile (5 mL) was added N-(tert-butoxycarbonyl)-N-[4-(dimethylazaniumylidene)-1,4-dihydropyridin-1-ylsulfonyl]azanide (375 mg) prepared by the method described in Organic Letters, 3 (14), 2241-2243 (2001), and the mixture was stirred at room temperature overnight. The reaction mixture was diluted with ethyl acetate. The diluted solution was washed with distilled water and brine, and d... The reactants are COc1cc(Br)c2c(c1)CCN2, CSCCn1cc(Cl)nc(Cl)c1=O, Cl. Product: COc1cc(Br)c2c(c1)CCN2c1nc(Cl)cn(CCSC)c1=O. Reaction SMILES: [Br:15][c:16]1[cH:17][c:18]([O:25][CH3:26])[cH:19][c:20]2[c:24]1[NH:23][CH2:22][CH2:21]2.[Cl:1][c:2]1[c:3](=[O:13])[n:4]([CH2:9][CH2:10][S:11][CH3:12])[cH:5][c:6]([Cl:8])[n:7]1.[ClH:14]>>[c:2]1([N:23]2[CH2:22][CH2:21][c:20]3[cH:19][c:18]([O:25][CH3:26])[cH:17][c:16]([Br:15])[c:24]32)[c:3](=[O:13])[n:4]([CH2:9][CH2:10][S:11][CH3:12])[cH:5][c:6]([Cl:8])[n:7]1. The reactants are CCOC(C)=O, CC(=O)OC(C)=O, Cc1c(N)ccc(C#N)c1C. Yields the product CC(=O)Nc1ccc(C#N)c(C)c1C. RXN SMILES: [CH3:19][CH2:20][O:21][C:22](=[O:23])[CH3:24].[CH3:1][C:2]([O:3][C:5]([CH3:6])=[O:7])=[O:4].[NH2:8][c:9]1[c:10]([CH3:18])[c:11]([CH3:17])[c:12]([C:13]#[N:14])[cH:15][cH:16]1>>[C:5]([CH3:6])(=[O:7])[NH:8][c:9]1[c:10]([CH3:18])[c:11]([CH3:17])[c:12]([C:13]#[N:14])[cH:15][cH:16]1. Reactants: [OH-].[Na+] (sodium hydroxide), NC1=CC=C(C(=O)N(C2=CC(=CC=C2)OC)CCN2CCC(CC2)C(C2=CC=C(C=C2)F)=O)C=C1 (4-Amino-N-{2-[4-(4-fluorobenzoyl)piperidino]ethyl}-N-(3-methoxyphenyl)benzamide), C([O-])(O)=O.[Na+] (sodium bicarbonate), [O-]C#N.[K+] (potassium cyanate). The solvent is C(C)(=O)O.O (acetic acid water). Product: N(C(=O)N)C1=CC=C(C(=O)N(C2=CC(=CC=C2)OC)CCN2CCC(CC2)C(C2=CC=C(C=C2)F)=O)C=C1 (4-Ureido-N-{2-[4-(4-fluorobenzoyl)piperidino]ethyl}-N-(3-methoxyphenyl)benzamide). The yield is 48.4%. Reaction SMILES: [NH2:1][C:2]1[CH:35]=[CH:34][C:5]([C:6]([N:8]([CH2:17][CH2:18][N:19]2[CH2:24][CH2:23][CH:22]([C:25](=[O:33])[C:26]3[CH:31]=[CH:30][C:29]([F:32])=[CH:28][CH:27]=3)[CH2:21][CH2:20]2)[C:9]2[CH:14]=[CH:13][CH:12]=[C:11]([O:15][CH3:16])[CH:10]=2)=[O:7])=[CH:4][CH:3]=1.[O-:36][C:37]#[N:38].[K+].C(=O)(O)[O-].[Na+].[OH-].[Na+]>C(O)(=O)C.O>[NH:1]([C:2]1[CH:3]=[CH:4][C:5]([C:6]([N:8]([CH2:17][CH2:18][N:19]2[CH2:24][CH2:23][CH:22]([C:25](=[O:33])[C:26]3[CH:27]=[CH:28][C:29]([F:32])=[CH:30][CH:31]=3)[CH2:21][CH2:20]2)[C:9]2[CH:14]=[CH:13][CH:12]=[C:11]([O:15][CH3:16])[CH:10]=2)=[O:7])=[CH:34][CH:35]=1)[C:37]([NH2:38])=[O:36] |f:1.2,3.4,5.6,7.8|. Reported procedure: 4-Amino-N-{2-[4-(4-fluorobenzoyl)piperidino]ethyl}-N-(3-methoxyphenyl)benzamide (237.2 mg, 0.50 mmol) was dissolved in acetic acid-water (1:2, 1.8 ml) to which was subsequently added dropwise an aqueous solution (0.5 ml) of potassium cyanate (81.1 mg, 0.90 mmol) After 3 hours of stirring at room temperature, the reaction solution was mixed with saturated sodium bicarbonate aqueous solution, alkanized with 10% sodium hydroxide aqueous solution and then extracted with ethyl acetate. The resulting ... The reactants are C(C)OC(=O)C1=NN(C(=C1)OCC(=O)N1[C@@H](CCC1)C(NCC1CC1)=O)C1=CC=CC=C1 (5-[2-((S)-2-(Cyclopropylmethyl-carbamoyl)-pyrrolidin-1-yl)-2-oxo-ethoxy]-1-phenyl-1H-pyrazole-3-carboxylic acid ethyl ester), [OH-].[Na+] (NaOH). Run in C1CCOC1 (THF), O (water). Run at time 12 hour. The product is C1(CC1)CNC(=O)[C@H]1N(CCC1)C(COC1=CC(=NN1C1=CC=CC=C1)C(=O)O)=O (5-[2-((S)-2-(Cyclopropylmethyl-carbamoyl)-pyrrolidin-1-yl)-2-oxo-ethoxy]-1-phenyl-1H-pyrazole-3-carboxylic acid). Reaction SMILES: C([O:3][C:4]([C:6]1[CH:10]=[C:9]([O:11][CH2:12][C:13]([N:15]2[CH2:19][CH2:18][CH2:17][C@H:16]2[C:20](=[O:26])[NH:21][CH2:22][CH:23]2[CH2:25][CH2:24]2)=[O:14])[N:8]([C:27]2[CH:32]=[CH:31][CH:30]=[CH:29][CH:28]=2)[N:7]=1)=[O:5])C.[OH-].[Na+]>C1COCC1.O>[CH:23]1([CH2:22][NH:21][C:20]([C@@H:16]2[CH2:17][CH2:18][CH2:19][N:15]2[C:13](=[O:14])[CH2:12][O:11][C:9]2[N:8]([C:27]3[CH:28]=[CH:29][CH:30]=[CH:31][CH:32]=3)[N:7]=[C:6]([C:4]([OH:5])=[O:3])[CH:10]=2)=[O:26])[CH2:24][CH2:25]1 |f:1.2|. Reported procedure: To a solution of 1.45 g 5-[2-((S)-2-(Cyclopropylmethyl-carbamoyl)-pyrrolidin-1-yl)-2-oxo-ethoxy]-1-phenyl-1H-pyrazole-3-carboxylic acid ethyl ester in 18 ml THF and 5 ml water were added 2.3 ml aqueous NaOH (2 M) portionwise at 0° C. After 12 h the solution was neutralized with Amberlite IR-120 ion exchange resin, filtered and washed with methanol. The crude product obtained after evaporation of the solvents was used in the subsequent reaction. Yield: 1.50 g. Reactants: C1CCOC1 (THF), CP(OC)(OC)=O (dimethyl methylphosphonate), C(CCC)[Li] (n-Butyl lithium), C1CCOC1 (THF), methyl 2R,S-methylcaproate, C(C)(=O)O (acetic acid). Conditions: time 30 minute. Product: CC(C(CP(OC)(OC)=O)=O)CCCC (Dimethyl (3-Methyl-2-oxoheptyl)phosphonate). As a reaction SMILES: [CH2:1]1[CH2:5][O:4][CH2:3][CH2:2]1.[CH3:6][P:7](=[O:12])([O:10][CH3:11])[O:8][CH3:9].[CH2:13]([Li])[CH2:14]CC.[C:18](O)(=O)C>>[CH3:18][CH:1]([CH2:2][CH2:3][CH2:13][CH3:14])[C:5](=[O:4])[CH2:6][P:7](=[O:12])([O:10][CH3:11])[O:8][CH3:9]. Procedure: To a THF (120 ml) solution of dimethyl methylphosphonate (5.04 g) at -60° C. was added dropwise n-BuLi (1.6-M, 25.4 ml), and the mixture was stirred for 30 min. A THF (50 ml) solution of methyl 2R,S-methylcaproate (3 15 g) was added dropwise. The mixture was stirred at -60° C. for 1 h, then at room temperature for 1.5 h, and thereafter acetic acid (2 ml) was added at 0° C. A crude product obtained after the usual work-up was chromatographed (hexane : ethyl acetate=1 : 5). Yield : 2,85 g (58%).